This data is from the Open Reaction Database (ORD), a public repository of structured organic reaction records. The task is: describe an organic reaction: reactants, conditions, products, and yield Reaction SMILES: [CH2:1]([CH3:2])[O:3][c:4]1[cH:5][c:6]2[c:7]([cH:27][c:28]1[C:29]([F:30])([F:31])[F:32])[NH:8][C:9](=[O:26])[CH2:10][C:11]([c:13]1[cH:14][c:15](-[n:19]3[n:20][n:21][cH:22][c:23]3[CH2:24][OH:25])[cH:16][cH:17][cH:18]1)=[N:12]2.[CH:37]1([NH2:40])[CH2:38][CH2:39]1.[S:33]([Cl:34])([Cl:35])=[O:36]>>[CH2:1]([CH3:2])[O:3][c:4]1[cH:5][c:6]2[c:7]([cH:27][c:28]1[C:29]([F:30])([F:31])[F:32])[NH:8][C:9](=[O:26])[CH2:10][C:11]([c:13]1[cH:14][c:15](-[n:19]3[n:20][n:21][cH:22][c:23]3[CH2:24][NH:40][CH:37]3[CH2:38][CH2:39]3)[cH:16][cH:17][cH:18]1)=[N:12]2. Reactants: CCOc1cc2c(cc1C(F)(F)F)NC(=O)CC(c1cccc(-n3nncc3CO)c1)=N2, NC1CC1, O=S(Cl)Cl. Product: CCOc1cc2c(cc1C(F)(F)F)NC(=O)CC(c1cccc(-n3nncc3CNC3CC3)c1)=N2. The reactants are CI, [H-], C1CCOC1, c1cc(-c2n[nH]c(-c3ccncn3)n2)ncn1. Product: Cn1nc(-c2ccncn2)nc1-c1ccncn1. As a reaction SMILES: [CH3:19][I:20].[H-:18].[O:21]1[CH2:22][CH2:23][CH2:24][CH2:25]1.[n:1]1[cH:2][n:3][c:4](-[c:7]2[n:8][nH:9][c:10](-[c:12]3[n:13][cH:14][n:15][cH:16][cH:17]3)[n:11]2)[cH:5][cH:6]1>>[n:1]1[cH:2][n:3][c:4](-[c:7]2[n:8]([CH3:19])[n:9][c:10](-[c:12]3[n:13][cH:14][n:15][cH:16][cH:17]3)[n:11]2)[cH:5][cH:6]1. As a reaction SMILES: [Br:1][c:2]1[cH:3][c:4]([CH2:12][OH:13])[cH:5][c:6]([C:8]([F:9])([F:10])[F:11])[cH:7]1.[C:14](#[N:15])[c:16]1[cH:17][cH:18][c:19]([B:22]([OH:23])[OH:24])[cH:20][cH:21]1.[CH2:28]1[O:29][CH2:30][CH2:31][CH2:32]1.[CH3:33][CH2:34][O:35][C:36](=[O:37])[CH3:38].[K+:26].[OH-:25].[OH2:27].[Pd:39].[c:40]1([P:41]([c:42]2[cH:43][cH:44][cH:45][cH:46][cH:47]2)[c:48]2[cH:49][cH:50][cH:51][cH:52][cH:53]2)[cH:54][cH:55][cH:56][cH:57][cH:58]1.[c:59]1([P:60]([c:61]2[cH:62][cH:63][cH:64][cH:65][cH:66]2)[c:67]2[cH:68][cH:69][cH:70][cH:71][cH:72]2)[cH:73][cH:74][cH:75][cH:76][cH:77]1.[c:78]1([P:79]([c:80]2[cH:81][cH:82][cH:83][cH:84][cH:85]2)[c:86]2[cH:87][cH:88][cH:89][cH:90][cH:91]2)[cH:92][cH:93][cH:94][cH:95][cH:96]1.[c:97]1([P:98]([c:99]2[cH:100][cH:101][cH:102][cH:103][cH:104]2)[c:105]2[cH:106][cH:107][cH:108][cH:109][cH:110]2)[cH:111][cH:112][cH:113][cH:114][cH:115]1>>[c:2]1(-[c:19]2[cH:18][cH:17][c:16]([C:14]#[N:15])[cH:21][cH:20]2)[cH:3][c:4]([CH2:12][OH:13])[cH:5][c:6]([C:8]([F:9])([F:10])[F:11])[cH:7]1. Yields the product N#Cc1ccc(-c2cc(CO)cc(C(F)(F)F)c2)cc1. The reactants are OCc1cc(Br)cc(C(F)(F)F)c1, N#Cc1ccc(B(O)O)cc1, C1CCOC1, CCOC(C)=O, [K+], [OH-], O, [Pd], c1ccc(P(c2ccccc2)c2ccccc2)cc1, c1ccc(P(c2ccccc2)c2ccccc2)cc1, c1ccc(P(c2ccccc2)c2ccccc2)cc1, c1ccc(P(c2ccccc2)c2ccccc2)cc1. Starting materials: C(Cl)(Cl)Cl (Chloroform), aqueous solution, [OH-].[Na+] (sodium hydroxide), COC=1C(=CC(=C(C(=O)OC)C1)NC(=O)C=1C=NC=C(C1)C1=CC=CC=C1)C1=CC=CC=C1 (methyl 5-methoxy-4-phenyl-2-(5-phenylpyridine-3-carboxamido)-benzoate). The solvent is CO (methanol), CO (methanol). Reaction conditions: time 30 minute. The product is COC=1C(=CC(=C(C(=O)O)C1)NC(=O)C=1C=NC=C(C1)C1=CC=CC=C1)C1=CC=CC=C1 (5-methoxy-4-phenyl-2-(5-phenylpyridine-3-carboxamido)benzoic acid). Isolated yield 82.6%. As a reaction SMILES: [OH-].[Na+].[CH3:3][O:4][C:5]1[C:6]([C:30]2[CH:35]=[CH:34][CH:33]=[CH:32][CH:31]=2)=[CH:7][C:8]([NH:15][C:16]([C:18]2[CH:19]=[N:20][CH:21]=[C:22]([C:24]3[CH:29]=[CH:28][CH:27]=[CH:26][CH:25]=3)[CH:23]=2)=[O:17])=[C:9]([CH:14]=1)[C:10]([O:12]C)=[O:11].C(Cl)(Cl)Cl>CO>[CH3:3][O:4][C:5]1[C:6]([C:30]2[CH:35]=[CH:34][CH:33]=[CH:32][CH:31]=2)=[CH:7][C:8]([NH:15][C:16]([C:18]2[CH:19]=[N:20][CH:21]=[C:22]([C:24]3[CH:29]=[CH:28][CH:27]=[CH:26][CH:25]=3)[CH:23]=2)=[O:17])=[C:9]([CH:14]=1)[C:10]([OH:12])=[O:11] |f:0.1|. Procedure: A 2 mol/L aqueous solution of sodium hydroxide (1.3 mL) was added to a methanol (2.2 mL) suspension of the obtained methyl 5-methoxy-4-phenyl-2-(5-phenylpyridine-3-carboxamido)-benzoate (0.11 g) at room temperature, followed by stirring at the same temperature for 30 minutes. Chloroform (3 mL) and methanol (2 mL) were added to the reaction mixture, followed by stirring at room temperature for 4 hours. The solvent was evaporated under reduced pressure, and ethanol and water were added to the obta... Reactants: COc1ccc(Nc2nccc(-c3cccnc3)n2)cc1, CI, CN(C)C=O, [H-], [Na+]. Product: COc1ccc(N(C)c2nccc(-c3cccnc3)n2)cc1. Reaction SMILES: [CH3:1][O:2][c:3]1[cH:4][cH:5][c:6]([NH:9][c:10]2[n:11][cH:12][cH:13][c:14](-[c:16]3[cH:17][n:18][cH:19][cH:20][cH:21]3)[n:15]2)[cH:7][cH:8]1.[CH3:24][I:25].[CH3:26][N:27]([CH3:28])[CH:29]=[O:30].[H-:22].[Na+:23]>>[CH3:1][O:2][c:3]1[cH:4][cH:5][c:6]([N:9]([c:10]2[n:11][cH:12][cH:13][c:14](-[c:16]3[cH:17][n:18][cH:19][cH:20][cH:21]3)[n:15]2)[CH3:24])[cH:7][cH:8]1. Reactants: C(N)(=S)Cl (thiocarbamoyl chloride), CN(C)C=O (DMF), Cl (HCl), COC(CN1C=CC2=CC(=CC=C12)O)=O ((5-Hydroxy-indol-1-yl)-acetic acid methyl ester), CN(C)C=O (DMF), [H-].[Na+] (NaH). Reaction conditions: time 2 hour. Product: COC(CN1C=CC2=CC(=CC=C12)OC(N(C)C)=S)=O ((5-Dimethylthiocarbamoyloxy-indol-1-yl)-acetic acid methyl ester). As a reaction SMILES: [CH3:1][O:2][C:3](=[O:15])[CH2:4][N:5]1[C:13]2[C:8](=[CH:9][C:10]([OH:14])=[CH:11][CH:12]=2)[CH:7]=[CH:6]1.[H-].[Na+].C(Cl)(=[S:20])N.Cl.[CH3:23][N:24]([CH:26]=O)[CH3:25]>>[CH3:1][O:2][C:3](=[O:15])[CH2:4][N:5]1[C:13]2[C:8](=[CH:9][C:10]([O:14][C:26](=[S:20])[N:24]([CH3:25])[CH3:23])=[CH:11][CH:12]=2)[CH:7]=[CH:6]1 |f:1.2|. Reported procedure: Compound 72B (9.12 g, 44.4 mmol) was dissolved in 50 ml DMF. NaH was added portionwise over 5 minutes. After stirring for 15 minutes a solution of thiocarbamoyl chloride (5.8 g, 46.7 mmol) in 25 ml DMF was added and allowed to stir for 2 h. 50 ml 2N HCl was added and the reaction was extracted 2×100 ml ether, washed 2×100 ml water, 1×100 ml brine, and filtered through silica. The product was eluted with 200 ml diethyl ether and concentrated. The precipitate was filtered and dried under vacuum fo... Reactants: O=c1c2ccccc2oc2cc(Br)ccc12, CC(=O)Nc1ccccc1B(O)O, O=C([O-])[O-], CCO, [Cs+], [Cs+], C1COCCO1. RXN SMILES: [Br:1][c:2]1[cH:3][cH:4][c:5]2[c:6](=[O:16])[c:7]3[cH:8][cH:9][cH:10][cH:11][c:12]3[o:13][c:14]2[cH:15]1.[C:17]([CH3:18])(=[O:19])[NH:20][c:21]1[c:22]([B:27]([OH:28])[OH:29])[cH:23][cH:24][cH:25][cH:26]1.[C:30](=[O:31])([O-:32])[O-:33].[CH3:42][CH2:43][OH:44].[Cs+:34].[Cs+:35].[O:36]1[CH2:37][CH2:38][O:39][CH2:40][CH2:41]1>>[c:2]1(-[c:22]2[c:21]([NH:20][C:17]([CH3:18])=[O:19])[cH:26][cH:25][cH:24][cH:23]2)[cH:3][cH:4][c:5]2[c:6](=[O:16])[c:7]3[cH:8][cH:9][cH:10][cH:11][c:12]3[o:13][c:14]2[cH:15]1. Product: CC(=O)Nc1ccccc1-c1ccc2c(=O)c3ccccc3oc2c1. Product: COc1ccc2c(c1)cc(-c1nnn(Cc3cccc(OCc4ccc5ccccc5n4)c3)n1)c(=O)n2CCCCl. Reactants: ClCCCBr, CCOCC, COc1ccc2[nH]c(=O)c(-c3nnn(Cc4cccc(OCc5ccc6ccccc6n5)c4)n3)cc2c1, ClC(Cl)Cl, [K], O=C([O-])[O-], CN(C)C=O. As a reaction SMILES: [Br:43][CH2:44][CH2:45][CH2:46][Cl:47].[CH2:48]([O:49][CH2:50][CH3:51])[CH3:52].[CH3:1][O:2][c:3]1[cH:4][c:5]2[cH:6][c:7](-[c:14]3[n:15][n:16][n:17]([CH2:19][c:20]4[cH:21][c:22]([O:26][CH2:27][c:28]5[n:29][c:30]6[cH:31][cH:32][cH:33][cH:34][c:35]6[cH:36][cH:37]5)[cH:23][cH:24][cH:25]4)[n:18]3)[c:8](=[O:13])[nH:9][c:10]2[cH:11][cH:12]1.[CH:53]([Cl:54])([Cl:55])[Cl:56].[K:38].[O-:39][C:40](=[O:41])[O-:42].[O:57]=[CH:58][N:59]([CH3:60])[CH3:61]>>[CH3:1][O:2][c:3]1[cH:4][c:5]2[cH:6][c:7](-[c:14]3[n:15][n:16][n:17]([CH2:19][c:20]4[cH:21][c:22]([O:26][CH2:27][c:28]5[n:29][c:30]6[cH:31][cH:32][cH:33][cH:34][c:35]6[cH:36][cH:37]5)[cH:23][cH:24][cH:25]4)[n:18]3)[c:8](=[O:13])[n:9]([CH2:44][CH2:45][CH2:46][Cl:47])[c:10]2[cH:11][cH:12]1. The reactants are S(=O)(Cl)Cl (thionyl chloride), N1C=NC=C1CCC(=O)O (3-(1H-imidazol-5-yl)propanoic acid), CO (methanol). Reaction conditions: time 30 minute. Product: N1C=NC=C1CCC(=O)OC (methyl 3-(1H-imidazol-5-yl)propanoate). The yield is 100.0%. RXN SMILES: S(Cl)(Cl)=O.[NH:5]1[C:9]([CH2:10][CH2:11][C:12]([OH:14])=[O:13])=[CH:8][N:7]=[CH:6]1.[CH3:15]O>>[NH:5]1[C:9]([CH2:10][CH2:11][C:12]([O:14][CH3:15])=[O:13])=[CH:8][N:7]=[CH:6]1. Procedure details: Add thionyl chloride (0.75 mL) to a −78° C. solution of 3-(1H-imidazol-5-yl)propanoic acid (2.0 g; 1.0 equiv; 14.27 mmoles) in methanol (18 mL). Allow the reaction mixture to warm to ambient temperature and stir for 30 minutes. Add saturated sodium bicarbonate (10 mL) to the reaction mixture and concentrate. Suspended the resulting residue in methanol (10 mL) and filter, then concentrate to afford methyl 3-(1H-imidazol-5-yl)propanoate (2.2 g; 100%) as a white solid: MS (m/z): 155(M+1). The reactants are BrB(Br)Br, COc1ccc(-c2sc(NC(N)=O)c(C(N)=O)c2C)cc1. Yields the product Cc1c(-c2ccc(O)cc2)sc(NC(N)=O)c1C(N)=O. As a reaction SMILES: [B:22]([Br:23])([Br:24])[Br:25].[NH2:1][C:2](=[O:3])[NH:4][c:5]1[s:6][c:7](-[c:14]2[cH:15][cH:16][c:17]([O:20][CH3:21])[cH:18][cH:19]2)[c:8]([CH3:13])[c:9]1[C:10](=[O:11])[NH2:12]>>[NH2:1][C:2](=[O:3])[NH:4][c:5]1[s:6][c:7](-[c:14]2[cH:15][cH:16][c:17]([OH:20])[cH:18][cH:19]2)[c:8]([CH3:13])[c:9]1[C:10](=[O:11])[NH2:12].